From a dataset of the Open Reaction Database (ORD), a public repository of structured organic reaction records. describe an organic reaction: reactants, conditions, products, and yield Reactants: CC(C)(C)OC(=O)NC(Cc1c[nH]c2ccccc12)C(=O)O, CC(C)(C)[O-], CI, [K+]. Product: Cn1cc(CC(NC(=O)OC(C)(C)C)C(=O)O)c2ccccc21. Reaction SMILES: [C:1]([CH3:2])([CH3:3])([CH3:4])[O:5][C:6](=[O:7])[NH:8][CH:9]([CH2:10][c:11]1[cH:12][nH:13][c:14]2[cH:15][cH:16][cH:17][cH:18][c:19]12)[C:20](=[O:21])[OH:22].[CH3:23][C:24]([CH3:25])([O-:26])[CH3:27].[I:29][CH3:30].[K+:28]>>[C:1]([CH3:2])([CH3:3])([CH3:4])[O:5][C:6](=[O:7])[NH:8][CH:9]([CH2:10][c:11]1[cH:12][n:13]([CH3:23])[c:14]2[cH:15][cH:16][cH:17][cH:18][c:19]12)[C:20](=[O:21])[OH:22]. Yields the product CC(C)N1C(CC1)COC1=CC=C(C=C1)OC1=CC=CC=C1 (1-(1-methylethyl)-2-[4-(phenoxy)phenoxymethyl]azetidine). Procedure: The title compound is prepared from 1-(1-methylethyl)-2-azetidinemethanol and 4-phenoxyphenol according to the procedures of Example 8. Reaction SMILES: [CH3:1][CH:2]([N:4]1[CH2:7][CH2:6][CH:5]1[CH2:8][OH:9])[CH3:3].[O:10]([C:17]1[CH:22]=[CH:21][C:20](O)=[CH:19][CH:18]=1)[C:11]1[CH:16]=[CH:15][CH:14]=[CH:13][CH:12]=1>>[CH3:1][CH:2]([N:4]1[CH2:7][CH2:6][CH:5]1[CH2:8][O:9][C:20]1[CH:21]=[CH:22][C:17]([O:10][C:11]2[CH:16]=[CH:15][CH:14]=[CH:13][CH:12]=2)=[CH:18][CH:19]=1)[CH3:3]. Reactants: CC(C)N1C(CC1)CO (1-(1-methylethyl)-2-azetidinemethanol), O(C1=CC=CC=C1)C1=CC=C(C=C1)O (4-phenoxyphenol). Starting materials: COCCNC1=CC(C(=O)NC2=NN=NN2)=NC2=CC=CC=C12 (4(2-Methoxyethylamino)-N(1H-tetrazol-5-yl)quinaldamide), ( d ), COCCN (2-methoxyethylamine). The product is O1CCN(CC1)C1=CC(C(=O)NC2=NN=NN2)=NC2=CC=CC=C12 (4(Morpholino)-N(1H-tetrazol-5-yl)quinaldamide). Reaction SMILES: [CH3:1][O:2][CH2:3][CH2:4][NH:5][C:6]1[C:23]2[C:18](=[CH:19][CH:20]=[CH:21][CH:22]=2)[N:17]=[C:8]([C:9]([NH:11][C:12]2[NH:16][N:15]=[N:14][N:13]=2)=[O:10])[CH:7]=1.[CH3:24]OCCN>>[O:2]1[CH2:1][CH2:24][N:5]([C:6]2[C:23]3[C:18](=[CH:19][CH:20]=[CH:21][CH:22]=3)[N:17]=[C:8]([C:9]([NH:11][C:12]3[NH:16][N:15]=[N:14][N:13]=3)=[O:10])[CH:7]=2)[CH2:4][CH2:3]1. Procedure details: In a similar way, 4(2-Methoxyethylamino)-N(1H-tetrazol-5-yl)quinaldamide, m.p. 260° (d) was prepared from 2-methoxyethylamine. Starting materials: ClC=1C=C2C=C(NC2=CC1)C(=O)O (5-Chloro-1H-indole-2-carboxylic acid), C=1C=CC2=C(C1)N=NN2O (HOBT), CCN=C=NCCCN(C)C (EDCI), NC1C(N(C2=CC=CC=C2C1)CC(=O)OC)=O (methyl 2-(3-amino-2-oxo-3,4-dihydroquinolin-1(2H)-yl)acetate). Solvent: C(Cl)Cl (DCM), O (water). Conditions: time 18 hour. The product is ClC=1C=C2C=C(NC2=CC1)C(=O)NC1C(N(C2=CC=CC=C2C1)CC(=O)OC)=O (5-Chloro-N-[1-(methoxycarbonylmethyl)-2-oxo-1,2,3,4-tetrahydroquinolin-3-yl]-1H-indole-2-carboxamide). As a reaction SMILES: [Cl:1][C:2]1[CH:3]=[C:4]2[C:8](=[CH:9][CH:10]=1)[NH:7][C:6]([C:11]([OH:13])=O)=[CH:5]2.C1C=CC2N(O)N=NC=2C=1.CCN=C=NCCCN(C)C.[NH2:35][CH:36]1[CH2:45][C:44]2[C:39](=[CH:40][CH:41]=[CH:42][CH:43]=2)[N:38]([CH2:46][C:47]([O:49][CH3:50])=[O:48])[C:37]1=[O:51]>O.C(Cl)Cl>[Cl:1][C:2]1[CH:3]=[C:4]2[C:8](=[CH:9][CH:10]=1)[NH:7][C:6]([C:11]([NH:35][CH:36]1[CH2:45][C:44]3[C:39](=[CH:40][CH:41]=[CH:42][CH:43]=3)[N:38]([CH2:46][C:47]([O:49][CH3:50])=[O:48])[C:37]1=[O:51])=[O:13])=[CH:5]2. Procedure: 5-Chloro-1H-indole-2-carboxylic acid (493 mg, 2.52 mmol), HOBT (340 mg, 2.52 mmol), DCM (100 mL) and finally EDCI (483 mg, 2.52 mmol) were added to methyl 2-(3-amino-2-oxo-3,4-dihydroquinolin-1(2H)-yl)acetate (Method 1; 590 mg, 2.52 mmol) and the reaction was stirred for 18 h. The reaction was then diluted with water (50 mL) and stirred vigorously for 30 min. The resultant precipitate was filtered and washed with Et2O (2×20 mL). After filtration the resultant solid was then triturated with reflu... The reactants are ( M ), [OH-].[Na+] (sodium hydroxide), NC1=C(C(=NC(=C1F)C1=C(C(=C(C=C1)Cl)C(C)F)F)C(=O)OC)Cl (methyl 4-amino-3-chloro-6-(4-chloro-2-fluoro-3-(1-fluoroethyl)phenyl)-5-fluoropicolinate), NC1=C(C(=NC(=C1F)C1=C(C(=C(C=C1)Cl)C(C)F)F)C(=O)O)Cl (4-Amino-3-chloro-6-(4-chloro-2-fluoro-3-(1-fluoroethyl)phenyl)-5-fluoropicolinic acid), Cl (hydrochloric acid). The solvent is CO (methyl alcohol). Conditions: temperature 23 celsius, time 20 hour. Yields the product NC1=C(C(=NC(=C1F)C1=C(C(=C(C=C1)Cl)C(C)F)F)C(=O)OCC1=CC=CC=C1)Cl (benzyl 4-amino-3-chloro-6-(4-chloro-2-fluoro-3-(1-fluoroethyl)phenyl)-5-fluoropicolinate), NC1=C(C(=NC(=C1F)C1=C(C(=C(C=C1)Cl)C(C)F)F)C(=O)O)Cl (4-amino-3-chloro-6-(4-chloro-2-fluoro-3-(1-fluoroethyl)phenyl)-5-fluoropicolinic acid). The yield is 50.0%. Reaction SMILES: [NH2:1][C:2]1[C:7]([F:8])=[C:6]([C:9]2[CH:14]=[CH:13][C:12]([Cl:15])=[C:11]([CH:16]([F:18])[CH3:17])[C:10]=2[F:19])[N:5]=[C:4]([C:20]([OH:22])=[O:21])[C:3]=1[Cl:23].[OH-].[Na+].[NH2:26][C:27]1[C:32]([F:33])=[C:31]([C:34]2[CH:39]=[CH:38][C:37]([Cl:40])=[C:36]([CH:41]([F:43])[CH3:42])[C:35]=2[F:44])[N:30]=[C:29]([C:45]([O:47]C)=[O:46])[C:28]=1[Cl:49].Cl>CO>[NH2:1][C:2]1[C:7]([F:8])=[C:6]([C:9]2[CH:14]=[CH:13][C:12]([Cl:15])=[C:11]([CH:16]([F:18])[CH3:17])[C:10]=2[F:19])[N:5]=[C:4]([C:20]([O:22][CH2:31][C:34]2[CH:39]=[CH:38][CH:37]=[CH:36][CH:35]=2)=[O:21])[C:3]=1[Cl:23].[NH2:26][C:27]1[C:32]([F:33])=[C:31]([C:34]2[CH:39]=[CH:38][C:37]([Cl:40])=[C:36]([CH:41]([F:43])[CH3:42])[C:35]=2[F:44])[N:30]=[C:29]([C:45]([OH:47])=[O:46])[C:28]=1[Cl:49] |f:1.2|. Procedure details: 4-Amino-3-chloro-6-(4-chloro-2-fluoro-3-(1-fluoroethyl)phenyl)-5-fluoropicolinic acid. A 2 molar (M) solution of aqueous sodium hydroxide (NaOH; 580 μL, 1.2 mmol, 4.0 equiv) was added to a stirred suspension of methyl 4-amino-3-chloro-6-(4-chloro-2-fluoro-3-(1-fluoroethyl)phenyl)-5-fluoropicolinate (110 mg, 0.29 mmol, 1.0 equiv) in methyl alcohol (1.9 mL) at 23° C. The resulting homogeneous pale yellow solution was stirred at 23° C. for 20 h. The reaction mixture was adjusted to approximately pH... As a reaction SMILES: [OH:1][CH2:2][CH:3]([CH2:5][OH:6])[OH:4].O.[CH2:8]=[CH:9][CH:10]=[CH2:11]>CCCCCCCC.C/C(/[O-])=C/C(C)=O.C/C(/[O-])=C/C(C)=O.[Pd+2]>[CH2:2]([O:1][CH:8]=[CH:9][CH:10]=[CH:11][CH2:8][CH2:9][CH2:10][CH3:11])[CH:3]([CH2:5][OH:6])[OH:4] |f:4.5.6|. The reagents and catalysts are C/C(=C/C(=O)C)/[O-].C/C(=C/C(=O)C)/[O-].[Pd+2] (bis(acetylacetonato)palladium). Reaction conditions: temperature 80 celsius. The solvent is CCCCCCCC (n-octane), hydrocarbon. The yield is 69.6%. Reactants: OCC(O)CO (glycerin), O (water), triphenylphosphine-2,2′, O (water), C=CC=C (1,3-butadiene). Yields the product C(C(O)CO)OC=CC=CCCCC (octadienyl glyceryl ether). Procedure: In a 500-mL autoclave, charged were 70 g (0.76 mol) of glycerin, 0.7 g (2.3 mmol) of bis(acetylacetonato)palladium (II), 2.7 g (5.0 mmol) of triphenylphosphine-2,2′-disulfonic acid dipotassium salt dihydrate and 35 g of water. The mixture was heated to 80° C., whereby a water-soluble liquid phase was obtained. After cooling, a hydrocarbon solvent phase containing 100 g (1.85 mol) of 1,3-butadiene dissolved in 100 g of n-octane was introduced at a time into the autoclave. While stirring, the mixt... Reactants: COC1=C(C=C(C=O)C=C1)O (4-methoxy-3-hydroxybenzaldehyde), N1=CC(=CC=C1)CC#N (3-pyridylacetonitrile), [OH-].[Na+] (NaOH). The solvent is CO (methanol). Reaction conditions: time 30 minute. Yields the product C(#N)\C(=C/C1=CC(=C(C=C1)OC)O)\C=1C=NC=CC1 ((Z)-1-Cyano-1-(3-pyridyl)-2-(3-hydroxy-4-methoxyphenyl)ethene). Yield: 60.1%. RXN SMILES: [CH3:1][O:2][C:3]1[CH:10]=[CH:9][C:6]([CH:7]=O)=[CH:5][C:4]=1[OH:11].[N:12]1[CH:17]=[CH:16][CH:15]=[C:14]([CH2:18][C:19]#[N:20])[CH:13]=1.[OH-].[Na+]>CO>[C:19](/[C:18](/[C:14]1[CH:13]=[N:12][CH:17]=[CH:16][CH:15]=1)=[CH:7]\[C:6]1[CH:9]=[CH:10][C:3]([O:2][CH3:1])=[C:4]([OH:11])[CH:5]=1)#[N:20] |f:2.3|. Reported procedure: A mixture of 4-methoxy-3-hydroxybenzaldehyde (0.5 g, 3.3 mmoles), 3-pyridylacetonitrile (0.35 ml, 3.3 mmoles) and 50% w/v of aqueous NaOH (3 ml) in methanol (10 ml) was stirred at room temperature for 30 minutes. The yellow solid that precipitated was filtered, washed with cooled methanol (1 ml), cooled CH2Cl2 (5 ml) and dried under vacuum over P2O5 to yield 0.5 g (60%) of the title compound as a yellow solid. 1H-NMR (CD3OD) 8.8 (m, 1H), 8.5 (m, 1H), 8.1 (m, 1H), 7.7 (s, 1H), 7.5 (m, 1H), 7.3 (d...